Dataset: the Open Reaction Database (ORD), a public repository of structured organic reaction records. Task: describe an organic reaction: reactants, conditions, products, and yield Starting materials: [K] (potassium), BrC1=C2C(C(=O)NC2=O)=C(C(=C1Br)Br)Br (3,4,5,6-tetrabromophthalimide), BrC1=C(C(=C(C(=C1C(=O)Cl)Br)Br)Br)Br (Pentabromobenzoyl chloride). The solvent is O1CCOCC1 (dioxane). The product is BrC1=C(C(=C(C(=C1C(=O)N1C(C=2C(C1=O)=C(C(=C(C2Br)Br)Br)Br)=O)Br)Br)Br)Br (N-(pentabromobenzoyl)-3,4,5,6-tetrabromophthalimide). As a reaction SMILES: [K].[Br:2][C:3]1[C:13]([Br:14])=[C:12]([Br:15])[C:11]([Br:16])=[C:5]2[C:6]([NH:8][C:9](=[O:10])[C:4]=12)=[O:7].[Br:17][C:18]1[C:23]([C:24](Cl)=[O:25])=[C:22]([Br:27])[C:21]([Br:28])=[C:20]([Br:29])[C:19]=1[Br:30]>O1CCOCC1>[Br:17][C:18]1[C:23]([C:24]([N:8]2[C:9](=[O:10])[C:4]3=[C:3]([Br:2])[C:13]([Br:14])=[C:12]([Br:15])[C:11]([Br:16])=[C:5]3[C:6]2=[O:7])=[O:25])=[C:22]([Br:27])[C:21]([Br:28])=[C:20]([Br:29])[C:19]=1[Br:30] |^1:0|. Reported procedure: The potassium salt of 3,4,5,6-tetrabromophthalimide (0.10 mole) and dioxane (1200 ml) are charged into a glass reaction vessel equipped with a mechanical stirrer, thermometer and reflux condenser. Pentabromobenzoyl chloride (0.10 mole) is then added dropwise, with stirring, to the reaction mixture at room temperature. After the addition is completed the reaction mixture is heated at reflux for a period of about 1 hour. After this time the reaction mixture is filtered and the filtrate is stripped... Reactants: O[C@@H]1CC[C@H](CC1)N1C(C2(CC1)CN(CCC2)C(=O)OC2=CC=C(C=C2)[N+](=O)[O-])=O (4-nitrophenyl 2-(trans-4-hydroxycyclohexyl)-1-oxo-2,7-diazaspiro[4.5]decane-7-carboxylate), O1CCCC1 (tetrahydrofuran), C(C)(C)N(C(C)C)CC (N,N-diisopropylethylamine), N1CCCCC1 (piperidine). Run at time 16 hour. Yields the product O[C@@H]1CC[C@H](CC1)N1C(C2(CC1)CN(CCC2)C(=O)N2CCCCC2)=O (2-(trans-4-hydroxycyclohexyl)-7-(piperidin-1-ylcarbonyl)-2,7-diazaspiro[4.5]decan-1-one). As a reaction SMILES: [OH:1][C@H:2]1[CH2:7][CH2:6][C@H:5]([N:8]2[CH2:12][CH2:11][C:10]3([CH2:17][CH2:16][CH2:15][N:14]([C:18](OC4C=CC([N+]([O-])=O)=CC=4)=[O:19])[CH2:13]3)[C:9]2=[O:30])[CH2:4][CH2:3]1.O1CCCC1.C(N(CC)C(C)C)(C)C.[NH:45]1[CH2:50][CH2:49][CH2:48][CH2:47][CH2:46]1>>[OH:1][C@H:2]1[CH2:7][CH2:6][C@H:5]([N:8]2[CH2:12][CH2:11][C:10]3([CH2:17][CH2:16][CH2:15][N:14]([C:18]([N:45]4[CH2:50][CH2:49][CH2:48][CH2:47][CH2:46]4)=[O:19])[CH2:13]3)[C:9]2=[O:30])[CH2:4][CH2:3]1. Procedure: To a solution of 4-nitrophenyl 2-(trans-4-hydroxycyclohexyl)-1-oxo-2,7-diazaspiro[4.5]decane-7-carboxylate (30 mg, 0.00007 mol) in tetrahydrofuran (0.5 mL, 0.006 mol) was added N,N-diisopropylethylamine (25.0 μL, 0.000144 mol) and piperidine (10 μL, 0.0001 mol). After stirring at rt for 16 h, the crude reaction mixture was purified by prep.-HPLC to afford the desired product. LC-MS: 364.3 (M+H)+.